This data is from the Open Reaction Database (ORD), a public repository of structured organic reaction records. The task is: describe an organic reaction: reactants, conditions, products, and yield The reactants are S(=O)([O-])S(=O)[O-].[Na+].[Na+] (sodium dithionite), ClC=1NC2=C(C(=C(C=C2CC1C=O)F)F)F (2-chloro-6,7,8-trifluoro-3-formyl-1,4-dihydroquinoline), [OH-].[K+] (potassium hydroxide), [Mn](=O)(=O)(=O)[O-].[K+] (potassium permanganate). Solvent: O (water). Reaction conditions: temperature 10 celsius, time 30 minute. The product is ClC1=NC2=C(C(=C(C=C2C=C1C(=O)O)F)F)F (2-chloro-6,7,8-trifluoroquinoline-3-carboxylic acid). Isolated yield 257.5%. RXN SMILES: [Mn]([O-])(=O)(=O)=O.[K+].[Cl:7][C:8]1[NH:9][C:10]2[C:15]([CH2:16][C:17]=1[CH:18]=[O:19])=[CH:14][C:13]([F:20])=[C:12]([F:21])[C:11]=2[F:22].[OH-].[K+].S(S([O-])=O)([O-])=[O:26].[Na+].[Na+]>O>[Cl:7][C:8]1[C:17]([C:18]([OH:26])=[O:19])=[CH:16][C:15]2[C:10](=[C:11]([F:22])[C:12]([F:21])=[C:13]([F:20])[CH:14]=2)[N:9]=1 |f:0.1,3.4,5.6.7|. Reported procedure: A solution of 69.65 g of potassium permanganate in 730 cm3 of water is added in the course of 1 hour, while keeping the temperature between 10° and 14° C., to a stirred suspension, cooled to about 10° C., of 45.7 g of 2-chloro-6,7,8-trifluoro-3-formyl-1,4-dihydroquinoline in 585 cm3 of N potassium hydroxide solution. The mixture is stirred for a further 30 minutes at about 10° C. 12 g of sodium dithionite are added and the mixture is stirred for 10 minutes at a temperature close to 10° C. and fi... Starting materials: CC(C)(C)[PH+](C(C)(C)C)C(C)(C)C, CC(C)(C)[O-], Clc1ccccc1, c1ccc(Nc2ccccc2)cc1, [Na+], CC(=O)[O-], CC(=O)[O-], [Pd+2], c1ccc([B-](c2ccccc2)(c2ccccc2)c2ccccc2)cc1, Cc1ccccc1C. Yields the product c1ccc(N(c2ccccc2)c2ccccc2)cc1. Reaction SMILES: [C:52]([PH+:53]([C:54]([CH3:55])([CH3:56])[CH3:57])[C:58]([CH3:59])([CH3:60])[CH3:61])([CH3:62])([CH3:63])[CH3:64].[CH3:21][C:22]([CH3:23])([O-:24])[CH3:25].[Cl:1][c:2]1[cH:3][cH:4][cH:5][cH:6][cH:7]1.[NH:8]([c:9]1[cH:10][cH:11][cH:12][cH:13][cH:14]1)[c:15]1[cH:16][cH:17][cH:18][cH:19][cH:20]1.[Na+:26].[O-:66][C:67]([CH3:68])=[O:69].[O-:70][C:71]([CH3:72])=[O:73].[Pd+2:65].[c:27]1([B-:28]([c:29]2[cH:30][cH:31][cH:32][cH:33][cH:34]2)([c:35]2[cH:36][cH:37][cH:38][cH:39][cH:40]2)[c:41]2[cH:42][cH:43][cH:44][cH:45][cH:46]2)[cH:47][cH:48][cH:49][cH:50][cH:51]1.[c:74]1([CH3:75])[c:76]([CH3:77])[cH:78][cH:79][cH:80][cH:81]1>>[c:2]1([N:8]([c:9]2[cH:10][cH:11][cH:12][cH:13][cH:14]2)[c:15]2[cH:16][cH:17][cH:18][cH:19][cH:20]2)[cH:3][cH:4][cH:5][cH:6][cH:7]1. Starting materials: O (water), CC=1C(=C(C(=O)OC)C=CC1)[N+](=O)[O-] (methyl 3-methyl-2-nitrobenzoate), COC(N(C)C)OC (dimethylformamide dimethyl acetal), N1CCCCC1 (piperidine). Solvent: CN(C=O)C (dimethylformamide). Yields the product C(#N)CCC=1C=CC=C2C=CNC12 (7-(2-Cyanoethyl)indole). RXN SMILES: [CH3:1][C:2]1[C:3]([N+:12]([O-])=O)=[C:4]([CH:9]=[CH:10][CH:11]=1)[C:5](OC)=O.[CH3:15]OC(OC)N(C)C.[NH:23]1CCC[CH2:25][CH2:24]1.O>CN(C)C=O>[C:24]([CH2:25][CH2:1][C:2]1[CH:11]=[CH:10][CH:9]=[C:4]2[C:3]=1[NH:12][CH:15]=[CH:5]2)#[N:23]. Procedure: A solution of methyl 3-methyl-2-nitrobenzoate (43 g, 0.22 mole), dimethylformamide dimethyl acetal (52.5 g, 0.44 mole) and piperidine (18.7 g, 0.22 mole) in dimethylformamide (120 ml) is heated under reflux for 24 hours, cooled and poured into water to give the crude product. The reactants are COC(=O)C=1C(=C2C3C=CC(C2=C(C1OC)OC)C3)OC (5,7,8-Trimethoxy-1,4-dihydro-1,4-methanonaphthalene-6-carboxylic acid methyl ester), [OH-].[Na+] (NaOH). Solvent: CO (methanol). Yields the product COC1=C2C3C=CC(C2=C(C(=C1C(=O)O)OC)OC)C3 (5,7,8-Trimethoxy-1,4-dihydro-1,4-methanonaphthalene-6-carboxylic acid). The yield is 100.1%. Reaction SMILES: C[O:2][C:3]([C:5]1[C:6]([O:20][CH3:21])=[C:7]2[C:12](=[C:13]([O:17][CH3:18])[C:14]=1[O:15][CH3:16])[CH:11]1[CH2:19][CH:8]2[CH:9]=[CH:10]1)=[O:4].[OH-].[Na+]>CO>[CH3:21][O:20][C:6]1[C:5]([C:3]([OH:4])=[O:2])=[C:14]([O:15][CH3:16])[C:13]([O:17][CH3:18])=[C:12]2[C:7]=1[CH:8]1[CH2:19][CH:11]2[CH:10]=[CH:9]1 |f:1.2|. Procedure: To a solution of 14 (0.591 g, 2.05 mmol) in methanol (50 mL) was added a 4 N NaOH solution (50 mL), and the resulting reaction mixture was heated at reflux for 5 h. Methanol was removed under reduced pressure and a 3 N HCl solution was added to achieve pH 1. The reaction mixture was extracted three times with ethyl acetate, dried over sodium sulfate, and concentrated under reduced pressure to yield 0.567 g of 15 as a brown oil in nearly quantitative yield. 1H NMR (300 MHz, CDCl3): δ=2.18-2.27 (m... Yield: 85.9%. Reaction SMILES: [Br:1][C:2]1[CH:3]=[C:4]2[C:9](=[CH:10][CH:11]=1)[N:8]=[CH:7][C:6]([C:12](=[O:15])[CH2:13][CH3:14])=[C:5]2Cl.[CH3:17][N:18]([CH2:20][C:21]1[CH:27]=[CH:26][C:24]([NH2:25])=[CH:23][CH:22]=1)[CH3:19]>>[Br:1][C:2]1[CH:3]=[C:4]2[C:9](=[CH:10][CH:11]=1)[N:8]=[CH:7][C:6]([C:12](=[O:15])[CH2:13][CH3:14])=[C:5]2[NH:25][C:24]1[CH:23]=[CH:22][C:21]([CH2:20][N:18]([CH3:19])[CH3:17])=[CH:27][CH:26]=1. Procedure details: Following general procedure C, 1-(6-bromo-4-chloroquinolin-3-yl)propan-1-one (750 mg, 2.51 mmol) was reacted with 4-(dimethylaminomethyl)aniline (377 mg, 2.51 mmol) to afford the desired product (889 mg, 86%) as a yellow solid. APCI MS m/z 412 [C21H22BrN3O+H]+. The reactants are BrC=1C=C2C(=C(C=NC2=CC1)C(CC)=O)Cl (1-(6-bromo-4-chloroquinolin-3-yl)propan-1-one), CN(C)CC1=CC=C(N)C=C1 (4-(dimethylaminomethyl)aniline). Product: BrC=1C=C2C(=C(C=NC2=CC1)C(CC)=O)NC1=CC=C(C=C1)CN(C)C (1-(6-bromo-4-((4-((dimethylamino)methyl)phenyl)amino)quinolin-3-yl)propan-1-one). Starting materials: C([O-])(O)=O.[Na+] (sodium bicarbonate), C(C)(C)(C)OC(=O)N1C(OC([C@@H]1CC(C)C)CN([C@@H](CC(C)C)C(=O)N[C@@H](C(C)C)C(=O)OC)C(=O)OCC1=CC=CC=C1)(C)C (N-[N-[[(4S)-3-[(t-butyloxy)carbonyl]-2,2-dimethyl-4-(2-methylpropyl)-5-oxazolidinyl]methyl]-N-[(phenylmethoxy)carbonyl]-L-leucyl]-L-valine, methyl ester), Cl (hydrochloric acid), FC(C(=O)O)(F)F (trifluoroacetic acid). Run in ClCCl (dichloromethane). Conditions: time 4 hour. Product: N[C@H](C(CN([C@@H](CC(C)C)C(=O)N[C@@H](C(C)C)C(=O)OC)C(=O)OCC1=CC=CC=C1)O)CC(C)C ((3S)-N-[N-(3-Amino-2-hydroxy-5-methylhexyl)-N-[(phenylmethoxy)carbonyl]-L-leucyl]-L-valine, methyl ester). Yield: 92.7%. RXN SMILES: C(OC([N:8]1[C@@H:12]([CH2:13][CH:14]([CH3:16])[CH3:15])[CH:11]([CH2:17][N:18]([C:35]([O:37][CH2:38][C:39]2[CH:44]=[CH:43][CH:42]=[CH:41][CH:40]=2)=[O:36])[C@H:19]([C:24]([NH:26][C@H:27]([C:31]([O:33][CH3:34])=[O:32])[CH:28]([CH3:30])[CH3:29])=[O:25])[CH2:20][CH:21]([CH3:23])[CH3:22])[O:10]C1(C)C)=O)(C)(C)C.FC(F)(F)C(O)=O.Cl.C(=O)(O)[O-].[Na+]>ClCCl>[NH2:8][C@@H:12]([CH2:13][CH:14]([CH3:16])[CH3:15])[CH:11]([OH:10])[CH2:17][N:18]([C:35]([O:37][CH2:38][C:39]1[CH:40]=[CH:41][CH:42]=[CH:43][CH:44]=1)=[O:36])[C@H:19]([C:24]([NH:26][C@H:27]([C:31]([O:33][CH3:34])=[O:32])[CH:28]([CH3:30])[CH3:29])=[O:25])[CH2:20][CH:21]([CH3:22])[CH3:23] |f:3.4|. Reported procedure: A solution of 177 mg (nom. 0.27 mmol) of N-[N-[[(4S)-3-[(t-butyloxy)carbonyl]-2,2-dimethyl-4-(2-methylpropyl)-5-oxazolidinyl]methyl]-N-[(phenylmethoxy)carbonyl]-L-leucyl]-L-valine, methyl ester (Isomer A) in 1.7 ml of dry dichloromethane was cooled in an ice bath under nitrogen, then treated with 0.85 ml of distilled trifluoroacetic acid. After 11/2 hours, the reaction was concentrated in vacuo to an oil, dissolved in 1 ml of distilled tetrahydrofuran, and treated with 0.6 ml (0.6 mmol) of 1N hy...